Dataset: the Open Reaction Database (ORD), a public repository of structured organic reaction records. Task: describe an organic reaction: reactants, conditions, products, and yield Reactants: C1C(CCC2=CC=CC=C12)C(=O)O (1,2,3,4-tetrahydro-2-naphthoic acid), COC(C)(C)OC (dimethoxypropane). Run in CO (methanol). Run at temperature 5 celsius, time 8 hour. The product is C(=O)(OC)C1CC2=CC=CC=C2CC1 (2-carbomethoxy-1,2,3,4-tetrahydronaphthalene). As a reaction SMILES: [CH2:1]1[C:10]2[C:5](=[CH:6][CH:7]=[CH:8][CH:9]=2)[CH2:4][CH2:3][CH:2]1[C:11]([OH:13])=[O:12].[CH3:14]OC(OC)(C)C>CO>[C:11]([CH:2]1[CH2:3][CH2:4][C:5]2[C:10](=[CH:9][CH:8]=[CH:7][CH:6]=2)[CH2:1]1)([O:13][CH3:14])=[O:12]. Procedure: Dissolve 1,2,3,4-tetrahydro-2-naphthoic acid (10 g, 57 mmol) in methanol (100 mL) and add dimethoxypropane (3 mL). Cool to 5° C. and saturate with hydrogen chloride gas. Allow to stand overnight then evaporate the solvent in vacuo. Take the residue up in ethyl ether, wash with saturated sodium hydrogen carbonate and dry (MgSO4). Evaporate the solvent in vacuo and distill to give 2-carbomethoxy-1,2,3,4-tetrahydronaphthalene; bp 90°-96° C.@0.25 mm Hg). Reactants: CC(C)(C)[O-].[K+] (KOtBu), FC1CN(CC1)CCCO (3-(3-Fluoro-pyrrolidin-1-yl)-propan-1-ol), FC1=CC=C(C=C1)[N+](=O)[O-] (4-fluoronitrobenzene). Run in C1CCOC1 (THF). Conditions: temperature 0 celsius, time 4.5 hour. Product: FC1CN(CC1)CCCOC1=CC=C(C=C1)[N+](=O)[O-] (3-Fluoro-1-[3-(4-nitro-phenoxy)-propyl]-pyrrolidine). Isolated yield 82.0%. RXN SMILES: [F:1][CH:2]1[CH2:6][CH2:5][N:4]([CH2:7][CH2:8][CH2:9][OH:10])[CH2:3]1.CC([O-])(C)C.[K+].F[C:18]1[CH:23]=[CH:22][C:21]([N+:24]([O-:26])=[O:25])=[CH:20][CH:19]=1>C1COCC1>[F:1][CH:2]1[CH2:6][CH2:5][N:4]([CH2:7][CH2:8][CH2:9][O:10][C:18]2[CH:23]=[CH:22][C:21]([N+:24]([O-:26])=[O:25])=[CH:20][CH:19]=2)[CH2:3]1 |f:1.2|. Procedure: The crude 3-(3-Fluoro-pyrrolidin-1-yl)-propan-1-ol (assumed 3.06 mmol) was dissolved in THF (8 mL) and was cooled to 0° C. The 0° C. solution was treated consecutively with KOtBu (1.5 g, 13.5 mmol) then 4-fluoronitrobenzene (423.3 mg, 3 mmol). The resulting reaction mixture was allowed to warm to room temperature and stir for an additional 4.5 h. The reaction mixture was quenched with the addition of ice water (50 mL) followed by extraction with EtOAc (75 mL). The organics were subsequently wash...